The task is: describe an organic reaction: reactants, conditions, products, and yield. This data is from the Open Reaction Database (ORD), a public repository of structured organic reaction records. Starting materials: O=C([O-])O, CO, O=C(O)CCC(=O)c1ccc(F)cc1, [Na+], O=S(=O)(O)O. The product is COC(=O)CCC(=O)c1ccc(F)cc1. Reaction SMILES: [C:20](=[O:21])([OH:22])[O-:23].[CH3:25][OH:26].[F:1][c:2]1[cH:3][cH:4][c:5]([C:6](=[O:7])[CH2:8][CH2:9][C:10](=[O:11])[OH:12])[cH:13][cH:14]1.[Na+:24].[S:15](=[O:16])(=[O:17])([OH:18])[OH:19]>>[F:1][c:2]1[cH:3][cH:4][c:5]([C:6](=[O:7])[CH2:8][CH2:9][C:10](=[O:11])[O:12][CH3:20])[cH:13][cH:14]1. Starting materials: C(CC)I (propyl iodide), ice water, suspension, [H-].[Na+] (sodium hydride), OC1=CC=C(C=C1)C=1N(C(=CC(C1C)=O)C1=CC=CC=C1)C1=CC=CC=C1 (2-(4-hydroxyphenyl)-3-methyl-1,6-diphenyl-4(1H)-pyridinone). Run in CS(=O)C (DMSO). Run at time 6 hour. Yields the product CC1=C(N(C(=CC1=O)C1=CC=CC=C1)C1=CC=CC=C1)C1=CC=C(C=C1)OCCC (3-methyl-1,6-diphenyl-2-(4-propoxyphenyl)-4(1H)-pyridinone). Isolated yield 84.3%. As a reaction SMILES: [H-].[Na+].[OH:3][C:4]1[CH:9]=[CH:8][C:7]([C:10]2[N:11]([C:24]3[CH:29]=[CH:28][CH:27]=[CH:26][CH:25]=3)[C:12]([C:18]3[CH:23]=[CH:22][CH:21]=[CH:20][CH:19]=3)=[CH:13][C:14](=[O:17])[C:15]=2[CH3:16])=[CH:6][CH:5]=1.[CH2:30](I)[CH2:31][CH3:32]>CS(C)=O>[CH3:16][C:15]1[C:14](=[O:17])[CH:13]=[C:12]([C:18]2[CH:23]=[CH:22][CH:21]=[CH:20][CH:19]=2)[N:11]([C:24]2[CH:25]=[CH:26][CH:27]=[CH:28][CH:29]=2)[C:10]=1[C:7]1[CH:6]=[CH:5][C:4]([O:3][CH2:30][CH2:31][CH3:32])=[CH:9][CH:8]=1 |f:0.1|. Reported procedure: To 50 ml of a suspension of 0.36 g (0.018 mole) of sodium hydride in DMSO, 1.7 g (0.0048 mole) of 2-(4-hydroxyphenyl)-3-methyl-1,6-diphenyl-4(1H)-pyridinone was added, followed by further dropwise addition of 1.0 g (0.0058 mole) of propyl iodide. The reaction mixture was then stirred at room temperature for 6 hours. The reaction mixture was thereafter poured into ice water, followed by extraction with chlorofom. After washing the organic layer with water, it was dried over anhydrous magnesium su...